This data is from the Open Reaction Database (ORD), a public repository of structured organic reaction records. The task is: describe an organic reaction: reactants, conditions, products, and yield Product: O=C(NCC(F)(F)C(F)(F)F)c1ccc(OCc2c(-c3ccc(F)c(F)c3)noc2CO)nc1. Reactants: COC(=O)c1ccc(OCc2c(-c3ccc(F)c(F)c3)noc2CO)nc1, C[Al](C)C, NCC(F)(F)C(F)(F)F, C1COCCO1. RXN SMILES: [CH3:14][O:15][C:16]([c:17]1[cH:18][n:19][c:20]([O:23][CH2:24][c:25]2[c:26](-[c:32]3[cH:33][c:34]([F:39])[c:35]([F:38])[cH:36][cH:37]3)[n:27][o:28][c:29]2[CH2:30][OH:31])[cH:21][cH:22]1)=[O:40].[CH3:1][Al:2]([CH3:3])[CH3:4].[F:5][C:6]([CH2:7][NH2:8])([C:9]([F:10])([F:11])[F:12])[F:13].[O:41]1[CH2:42][CH2:43][O:44][CH2:45][CH2:46]1>>[F:5][C:6]([CH2:7][NH:8][C:16](=[O:15])[c:17]1[cH:18][n:19][c:20]([O:23][CH2:24][c:25]2[c:26](-[c:32]3[cH:33][c:34]([F:39])[c:35]([F:38])[cH:36][cH:37]3)[n:27][o:28][c:29]2[CH2:30][OH:31])[cH:21][cH:22]1)([C:9]([F:10])([F:11])[F:12])[F:13]. Reactants: [Al+3], [H-], [H-], [H-], [H-], [Li+], [Na+], CC(=NO)C(C)Oc1ccccc1, [OH-], O. Yields the product CC(N)C(C)Oc1ccccc1. As a reaction SMILES: [Al+3:15].[H-:14].[H-:17].[H-:18].[H-:19].[Li+:16].[Na+:21].[O:1]([c:2]1[cH:3][cH:4][cH:5][cH:6][cH:7]1)[CH:8]([C:9]([CH3:10])=[N:11][OH:12])[CH3:13].[OH-:20].[OH2:22]>>[O:1]([c:2]1[cH:3][cH:4][cH:5][cH:6][cH:7]1)[CH:8]([CH:9]([CH3:10])[NH2:11])[CH3:13]. Starting materials: C1N(CC2=CC=CC=C12)N(C(CN(CC(=O)NCCN(CC)C(=O)OC(C)(C)C)C1=C(C=C(C=C1)I)C)=O)C (N2-{2-[1,3-dihydro-2H-isoindol-2-yl(methyl)amino]-2-oxoethyl}-N2-(4-iodo-2-methylphenyl)-N1-{2-[(tert-butoxycarbonyl)(ethyl)amino]ethyl}glycinamide), O=C1CC(CN1)C(=O)OC (methyl 5-oxopyrrolidine-3-carboxylate). Product: C1N(CC2=CC=CC=C12)N(C(CN(CC(=O)NCCN(CC)C(=O)OC(C)(C)C)C1=C(C=C(C=C1)N1C(CC(C1)C(=O)OC)=O)C)=O)C (N2-{2-[1,3-dihydro-2H-isoindol-2-yl(methyl)amino]-2-oxoethyl}-N2-{4-[4-(methoxycarbonyl)-2-oxopyrrolidin-1-yl]-2-methylphenyl}-N1-{2-[(tert-butoxycarbonyl)(ethyl)amino]ethyl}glycinamide), oil. Isolated yield 72.2%. Reaction SMILES: [CH2:1]1[C:9]2[C:4](=[CH:5][CH:6]=[CH:7][CH:8]=2)[CH2:3][N:2]1[N:10]([CH3:39])[C:11](=[O:38])[CH2:12][N:13]([C:30]1[CH:35]=[CH:34][C:33](I)=[CH:32][C:31]=1[CH3:37])[CH2:14][C:15]([NH:17][CH2:18][CH2:19][N:20]([C:23]([O:25][C:26]([CH3:29])([CH3:28])[CH3:27])=[O:24])[CH2:21][CH3:22])=[O:16].[O:40]=[C:41]1[NH:45][CH2:44][CH:43]([C:46]([O:48][CH3:49])=[O:47])[CH2:42]1>>[CH2:1]1[C:9]2[C:4](=[CH:5][CH:6]=[CH:7][CH:8]=2)[CH2:3][N:2]1[N:10]([CH3:39])[C:11](=[O:38])[CH2:12][N:13]([C:30]1[CH:35]=[CH:34][C:33]([N:45]2[CH2:44][CH:43]([C:46]([O:48][CH3:49])=[O:47])[CH2:42][C:41]2=[O:40])=[CH:32][C:31]=1[CH3:37])[CH2:14][C:15]([NH:17][CH2:18][CH2:19][N:20]([C:23]([O:25][C:26]([CH3:29])([CH3:28])[CH3:27])=[O:24])[CH2:21][CH3:22])=[O:16]. Procedure: Using the compound (650 mg, 1.00 mmol) of Example 293, step A and methyl 5-oxopyrrolidine-3-carboxylate (215 mg, 1.50 mmol), and according to the method of Example 298, step A, the title compound (480 mg, yield 72%) was obtained as a brown oil (480 mg). The reactants are CI, COc1cccc(C2C3CCCCC3ON2C)c1, C1CCOC1. Yields the product COc1cccc(C2C3CCCCC3O[N+]2(C)C)c1, [I-]. As a reaction SMILES: [CH3:19][I:20].[CH3:1][O:2][c:3]1[cH:4][c:5]([CH:9]2[N:10]([CH3:18])[O:11][CH:12]3[CH:13]2[CH2:14][CH2:15][CH2:16][CH2:17]3)[cH:6][cH:7][cH:8]1.[O:21]1[CH2:22][CH2:23][CH2:24][CH2:25]1>>[CH3:1][O:2][c:3]1[cH:4][c:5]([CH:9]2[N+:10]([CH3:18])([CH3:19])[O:11][CH:12]3[CH:13]2[CH2:14][CH2:15][CH2:16][CH2:17]3)[cH:6][cH:7][cH:8]1.[I-:20]. The reactants are C(C1=CC=CC=C1)OC1=CC=2CC[C@H]3[C@@H]4CCC([C@@]4(C)CC[C@@H]3C2C=C1)=O (3-Benzyloxyestra-1,3,5(10)-trien-17-one), [BH4-].[Na+] (sodium borohydride). Run in C1CCOC1 (THF), CO (MeOH). Reaction conditions: time 30 minute. Yields the product C(C1=CC=CC=C1)OC1=CC=2CC[C@H]3[C@@H]4CC[C@@H]([C@@]4(C)CC[C@@H]3C2C=C1)O (3-Benzyloxyestra-1,3,5(10)-trien-17β-ol). Isolated yield 100.4%. Reaction SMILES: [CH2:1]([O:8][C:9]1[CH:26]=[CH:25][C:24]2[C@@H:23]3[C@H:14]([C@H:15]4[C@@:19]([CH2:21][CH2:22]3)([CH3:20])[C:18](=[O:27])[CH2:17][CH2:16]4)[CH2:13][CH2:12][C:11]=2[CH:10]=1)[C:2]1[CH:7]=[CH:6][CH:5]=[CH:4][CH:3]=1.[BH4-].[Na+]>C1COCC1.CO>[CH2:1]([O:8][C:9]1[CH:26]=[CH:25][C:24]2[C@@H:23]3[C@H:14]([C@H:15]4[C@@:19]([CH2:21][CH2:22]3)([CH3:20])[C@@H:18]([OH:27])[CH2:17][CH2:16]4)[CH2:13][CH2:12][C:11]=2[CH:10]=1)[C:2]1[CH:3]=[CH:4][CH:5]=[CH:6][CH:7]=1 |f:1.2|. Reported procedure: To a solution of 3-benzyloxyestra-1,3,5(10)-trien-17-one (40, 2.70 g, 7.5 mmol) in THF (5.0 mL) and MeOH (30 mL) was added sodium borohydride (284 mg, 7.5 mmol) at 0° C. The reaction mixture was stirred for 30 min, then quenched with saturated aqueous NH4Cl, and H2O added. The precipitate was collected by filtration and washed with H2O to afford 2.73 g of 41 (100% yield) mp: 118-119° C. Starting materials: CN(C)C=O (DMF), O1C=NCC1 (oxazoline), FC1=C(C(=O)O)C=C(C=C1)F (2,5-difluorobenzoic acid), [Li]C(C)CC (sec-BuLi). Run in C1CCOC1 (THF). Run at temperature -78 celsius, time 30 minute. The product is FC1=C2C(OC(C2=C(C=C1)F)=O)O (4,7-Difluoro-3-hydroxy-1(3H)-isobenzofuranone). The yield is 93.0%. As a reaction SMILES: [O:1]1CCN=[CH:2]1.[F:6][C:7]1[CH:15]=[CH:14][C:13]([F:16])=[CH:12][C:8]=1[C:9]([OH:11])=[O:10].[Li]C(CC)C.CN(C=O)C>C1COCC1>[F:6][C:7]1[CH:15]=[CH:14][C:13]([F:16])=[C:12]2[C:8]=1[CH:9]([OH:11])[O:10][C:2]2=[O:1]. Procedure details: To a -78° C. solution of the oxazoline derivative (7.95 g, 37.7 mmol), prepared from 2,5-difluorobenzoic acid in the usual manner, in THF (50 mL) was added over 15 min sec-BuLi (29 mL of 1.3 M solution). After 30 min, DMF (6.0 mL) was added, and the reaction was stirred at -78° C. for 2 hr. The reaction was tnen quenched with concentrated HCl (5 mL). Tne solvents were removed in vacuo, and the residue was taken up in 5 N HCl (5 mL) and heated on the steam bath overnight. After cooling to room te...